This data is from the Open Reaction Database (ORD), a public repository of structured organic reaction records. The task is: describe an organic reaction: reactants, conditions, products, and yield Reactants: C(CCCC)OC1=CC=C(C=C1)C1=CC=C(C=C1)B(O)O (4-(4-n-pentoxyphenyl)phenylboronic acid), IC1=CC=C(C(=O)O)C=C1 (4-iodobenzoic acid), Cl (HCl), C([O-])([O-])=O.[Na+].[Na+] (sodium carbonate). Reagents/catalysts: C=1C=CC(=CC1)[P](C=2C=CC=CC2)(C=3C=CC=CC3)[Pd]([P](C=4C=CC=CC4)(C=5C=CC=CC5)C=6C=CC=CC6)([P](C=7C=CC=CC7)(C=8C=CC=CC8)C=9C=CC=CC9)[P](C=1C=CC=CC1)(C=1C=CC=CC1)C=1C=CC=CC1 (tetrakis(triphenylphosphine)palladium). Solvent: C(C)O (ethanol), C1(=CC=CC=C1)C (toluene). Reaction conditions: temperature 100 celsius. Yields the product C(CCCC)OC1=C(C=CC=C1)C1=CC=C(C=C1)C1=CC=C(C=C1)C(=O)O (4-(n-pentoxyphenyl)-4'-carboxybiphenyl). Isolated yield 70.9%. As a reaction SMILES: C(O[C:7]1[CH:12]=[CH:11][C:10]([C:13]2[CH:18]=[CH:17][C:16](B(O)O)=[CH:15][CH:14]=2)=[CH:9][CH:8]=1)CCCC.I[C:23]1[CH:31]=[CH:30][C:26]([C:27]([OH:29])=[O:28])=[CH:25][CH:24]=1.[C:32](=[O:35])([O-])[O-].[Na+].[Na+].Cl>C(O)C.C1(C)C=CC=CC=1.C1C=CC([P]([Pd]([P](C2C=CC=CC=2)(C2C=CC=CC=2)C2C=CC=CC=2)([P](C2C=CC=CC=2)(C2C=CC=CC=2)C2C=CC=CC=2)[P](C2C=CC=CC=2)(C2C=CC=CC=2)C2C=CC=CC=2)(C2C=CC=CC=2)C2C=CC=CC=2)=CC=1>[CH2:32]([O:35][C:18]1[CH:17]=[CH:16][CH:15]=[CH:14][C:13]=1[C:10]1[CH:9]=[CH:8][C:7]([C:23]2[CH:31]=[CH:30][C:26]([C:27]([OH:29])=[O:28])=[CH:25][CH:24]=2)=[CH:12][CH:11]=1)[CH2:12][CH2:7][CH2:8][CH3:9] |f:2.3.4,^1:52,54,73,92|. Procedure details: To a stirred mixture of 4-(4-n-pentoxyphenyl)phenylboronic acid (1.0 g, 3.52 mmol) and 4-iodobenzoic acid (874 mg, 3.52 mmol) in ethanol (11 ml) and toluene (30 ml) was added an aqueous solution of sodium carbonate (2M, 5.3 ml, 10.6 mmol) followed by tetrakis(triphenylphosphine)palladium (204 mg, 5 mol %). The reaction mixture was heated at 100° C. under a nitrogen atmosphere for a period of 18 h. The cooled mixture was acidified to pH 3 (1N HCl) and partitioned between ethyl acetate and water. ... The reactants are NC=1C=C(C=CC1OC)C=1OC2=C(N1)C=C1C=CC=CC1=C2 (2-(3-amino-4-methoxyphenyl)naphth[2,3-d]oxazole), C1=CC2=C(C=C1C(=O)O)C(=O)OC2=O (1,2,4-benzenetricarboxylic anhydride). Reported procedure: Prepared by the method of Example 1b), from 2-(3-amino-4-methoxyphenyl)naphth[2,3-d]oxazole (67 mg, 0.23 mmol) and 1,2,4-benzenetricarboxylic anhydride (50 mg, 0.26 mmol) the title compound was obtained, 40 mg (37%). 1H NMR (DMSO) δ 8.34(m, 4H), 8.24(d, 1H), 8.15(s, 1H), 8.01(m, 3H), 8.43(m, 3H), 3.81(s, 3H). MS 463 m/z (M−H)−. Yields the product COC1=C(C=C(C=C1)C=1OC2=C(N1)C=C1C=CC=CC1=C2)N2C(C1=CC=C(C=C1C2=O)C(=O)O)=O (2-[2-Methoxy-5-(naphth[2,3-d]oxazol-2-yl)phenyl]-2,3-dihydro-1,3-dioxo-1H-isoindole-5-carboxylic acid). As a reaction SMILES: [NH2:1][C:2]1[CH:3]=[C:4]([C:10]2[O:11][C:12]3[CH:22]=[C:21]4[C:16]([CH:17]=[CH:18][CH:19]=[CH:20]4)=[CH:15][C:13]=3[N:14]=2)[CH:5]=[CH:6][C:7]=1[O:8][CH3:9].[CH:23]1[C:28]([C:29]([OH:31])=[O:30])=[CH:27][C:26]2[C:32]([O:34][C:35](=O)[C:25]=2[CH:24]=1)=[O:33]>>[CH3:9][O:8][C:7]1[CH:6]=[CH:5][C:4]([C:10]2[O:11][C:12]3[CH:22]=[C:21]4[C:16]([CH:17]=[CH:18][CH:19]=[CH:20]4)=[CH:15][C:13]=3[N:14]=2)=[CH:3][C:2]=1[N:1]1[C:32](=[O:33])[C:26]2[C:25](=[CH:24][CH:23]=[C:28]([C:29]([OH:31])=[O:30])[CH:27]=2)[C:35]1=[O:34]. Reactants: Compound II, ClC1=CC=C(CNC(NOCC(=O)O)=O)C=C1 (2-(3-(4-chlorobenzyl)ureidooxy)acetic acid), N[C@H](C(=O)N(CC=1C=CC=C2C=CC=NC12)[C@H](C(OCC)OCC)C)C ((S)-2-amino-N—((S)-1,1-diethoxypropan-2-yl)-N-(quinolin-8-ylmethyl)-propanamide). The product is ClC1=CC=C(CNC(=O)NOCC(=O)N[C@H](C(=O)N(CC=2C=CC=C3C=CC=NC23)[C@H](C(OCC)OCC)C)C)C=C1 (1-(4-chlorobenzyl)-3-(2-((S)-1-(((S)-1,1-diethoxypropan-2-yl)(quinolin-8-ylmethyl)amino)-1-oxopropan-2-ylamino)-2-oxoethoxy)urea). RXN SMILES: [Cl:1][C:2]1[CH:17]=[CH:16][C:5]([CH2:6][NH:7][C:8](=[O:15])[NH:9][O:10][CH2:11][C:12]([OH:14])=O)=[CH:4][CH:3]=1.[NH2:18][C@@H:19]([CH3:43])[C:20]([N:22]([C@@H:34]([CH3:42])[CH:35]([O:39][CH2:40][CH3:41])[O:36][CH2:37][CH3:38])[CH2:23][C:24]1[CH:25]=[CH:26][CH:27]=[C:28]2[C:33]=1[N:32]=[CH:31][CH:30]=[CH:29]2)=[O:21]>>[Cl:1][C:2]1[CH:3]=[CH:4][C:5]([CH2:6][NH:7][C:8]([NH:9][O:10][CH2:11][C:12]([NH:18][C@@H:19]([CH3:43])[C:20]([N:22]([C@@H:34]([CH3:42])[CH:35]([O:39][CH2:40][CH3:41])[O:36][CH2:37][CH3:38])[CH2:23][C:24]2[CH:25]=[CH:26][CH:27]=[C:28]3[C:33]=2[N:32]=[CH:31][CH:30]=[CH:29]3)=[O:21])=[O:14])=[O:15])=[CH:16][CH:17]=1. Procedure: According to the procedure described in the synthesis method of Compound II-15, 2-(3-(4-chlorobenzyl)ureidooxy)acetic acid (Compound VI-11) 108 mg (0.42 mmol) was coupled with (S)-2-amino-N—((S)-1,1-diethoxypropan-2-yl)-N-(quinolin-8-ylmethyl)-propanamide (Compound IV-11) 100 mg (0.28 mmol) to obtain the title compound. Reactants: CC(OC(NCC(N[C@@H](CCSC)C(=O)OC)=O)=O)(C)C ((S)-methyl 12,12-dimethyl-7,10-dioxo-11-oxa-2-thia-6,9-diazatridecane-5-carboxylate), NO (hydroxylamine). Run in O1CCOCC1 (dioxane). The product is ONC([C@H](CCSC)NC(CNC(OC(C)(C)C)=O)=O)=O ((S)-tert-butyl 2-(1-(hydroxyamino)-4-(methylthio)-1-oxobutan-2-ylamino)-2-oxoethylcarbamate). The yield is 28.0%. As a reaction SMILES: [CH3:1][C:2]([CH3:21])([CH3:20])[O:3][C:4](=[O:19])[NH:5][CH2:6][C:7](=[O:18])[NH:8][C@H:9]([C:14](OC)=[O:15])[CH2:10][CH2:11][S:12][CH3:13].[NH2:22][OH:23]>O1CCOCC1>[OH:23][NH:22][C:14](=[O:15])[C@@H:9]([NH:8][C:7](=[O:18])[CH2:6][NH:5][C:4](=[O:19])[O:3][C:2]([CH3:21])([CH3:20])[CH3:1])[CH2:10][CH2:11][S:12][CH3:13]. Reported procedure: A solution of (S)-methyl 12,12-dimethyl-7,10-dioxo-11-oxa-2-thia-6,9-diazatridecane-5-carboxylate (7 g, 21 mmol) in dioxane (120 mL) and hydroxylamine (50% in water, 80 mL) was stirred at room temperature for 4 hours. The solution was concentrated and extracted with ethyl acetate (200 mL). The organic layers were washed with 1N HCl, brine, and dried over sodium sulfate, filtered and concentrated to give a residue, which was purified on silica gel column (hexane:ethyl acetate, 1:1 to pure acetate...